From a dataset of the Open Reaction Database (ORD), a public repository of structured organic reaction records. describe an organic reaction: reactants, conditions, products, and yield The reactants are FC1=CC=C(C=C1)C1C(C1)NC=1C2=C(N=C(N1)SCCC(F)(F)F)N(N=N2)C2C(C(C(C2)CO)O)O (3-[7-[[2-(4-Fluorophenyl)cyclopropyl]amino]-5-[(3,3,3-trifluoropropyl)thio]-3H-1,2,3-triazolo[4,5-d]pyrimidin-3-yl]-5-(hydroxymethyl)-cyclopentane-1,2-diol), O.[OH-].[Li+] (lithium hydroxide monohydrate), O (water), O1CCCC1 (tetrahydrofuran). Conditions: temperature 50 celsius, time 24 hour. Yields the product FC1=CC=C(C=C1)[C@H]1[C@@H](C1)C(=O)O ((1R-trans)-2-(4-Fluorophenyl)-cyclopropanecarboxylic acid). As a reaction SMILES: [F:1][C:2]1[CH:7]=[CH:6][C:5]([CH:8]2[CH2:10][CH:9]2NC2C3N=NN(C4CC(CO)C(O)C4O)C=3N=C(SCCC(F)(F)F)N=2)=[CH:4][CH:3]=1.[OH2:37].[OH-].[Li+].O.[O:41]1[CH2:45]CCC1>>[F:1][C:2]1[CH:3]=[CH:4][C:5]([C@@H:8]2[CH2:10][C@H:9]2[C:45]([OH:41])=[O:37])=[CH:6][CH:7]=1 |f:1.2.3|. Procedure details: A suspension of the product from step b) (3.74 g) and lithium hydroxide monohydrate (4.11 g) in tetrahydrofuran (100 ml)/ water (3 ml) was stirred at 50° C. for 24 hours. The reaction mixture was concentrated in vacuo, and the residue dissolved in water (100 ml), acidified with 2N HCl and extracted into dichloromethane (3×75 ml). The organics were dried and concentrated. Purification (SiO2, isohexane:diethylether 2:1 as eluant) gave the subtitle compound as a colourless solid (1.78 g). The reactants are COC(=O)C(COCCO[Si](c1ccccc1)(c1ccccc1)C(C)(C)C)Oc1ncnc2c1cnn2-c1cccc(Cl)c1Cl, C[Al](C)C, Cc1ccccc1, N#Cc1ccc(N)nc1. Yields the product CC(C)(C)[Si](OCCOCC(Oc1ncnc2c1cnn2-c1cccc(Cl)c1Cl)C(=O)Nc1ccc(C#N)cn1)(c1ccccc1)c1ccccc1. Reaction SMILES: [C:14]([CH3:15])([CH3:16])([CH3:17])[Si:18]([O:19][CH2:20][CH2:21][O:22][CH2:23][CH:24]([C:25](=[O:26])[O:27][CH3:28])[O:29][c:30]1[c:31]2[c:32]([n:33][cH:34][n:35]1)[n:36](-[c:39]1[c:40]([Cl:46])[c:41]([Cl:45])[cH:42][cH:43][cH:44]1)[n:37][cH:38]2)([c:47]1[cH:48][cH:49][cH:50][cH:51][cH:52]1)[c:53]1[cH:54][cH:55][cH:56][cH:57][cH:58]1.[CH3:1][Al:2]([CH3:3])[CH3:4].[CH3:59][c:60]1[cH:61][cH:62][cH:63][cH:64][cH:65]1.[NH2:5][c:6]1[n:7][cH:8][c:9]([C:10]#[N:11])[cH:12][cH:13]1>>[NH:5]([c:6]1[n:7][cH:8][c:9]([C:10]#[N:11])[cH:12][cH:13]1)[C:25]([CH:24]([CH2:23][O:22][CH2:21][CH2:20][O:19][Si:18]([C:14]([CH3:15])([CH3:16])[CH3:17])([c:47]1[cH:48][cH:49][cH:50][cH:51][cH:52]1)[c:53]1[cH:54][cH:55][cH:56][cH:57][cH:58]1)[O:29][c:30]1[c:31]2[c:32]([n:33][cH:34][n:35]1)[n:36](-[c:39]1[c:40]([Cl:46])[c:41]([Cl:45])[cH:42][cH:43][cH:44]1)[n:37][cH:38]2)=[O:26]. Starting materials: C(C)(=O)NC(=S)N (acetylthiourea), C(C1=CC=CC=C1)(C1=CC=CC=C1)OC(=O)C=1N2C(C(C2SCC1C(C=O)Br)NC(=O)OC(C)(C)C)=O (2-benzhydryloxycarbonyl-7-t-butoxycarbonylamino-3-(1-bromo-2-oxoethyl)-8-oxo-5-thia-1-azabicyclo[4.2.0]oct-2-ene). Solvent: C(C)(=O)OCC (ethyl acetate), C([O-])(O)=O.[Na+] (sodium bicarbonate), O1CCCC1 (tetrahydrofuran), O1CCCC1 (tetrahydrofuran). Run at temperature 25 celsius, time 30 minute. Yields the product C(C)(=O)NC=1SC(=CN1)C1=C(N2C(C(C2SC1)NC(=O)OC(C)(C)C)=O)C(=O)OC(C1=CC=CC=C1)C1=CC=CC=C1 (3-(2-Acetylamino-thiazol-5-yl)-2-benzhydryloxycarbonyl-7-t-butoxycarbonylamino-8-oxo-5-thia-1-azabicyclo[4.2.0]oct-2-ene). The yield is 8.9%. RXN SMILES: [C:1]([NH:4][C:5]([NH2:7])=[S:6])(=[O:3])[CH3:2].[CH:8]([O:21][C:22]([C:24]1[N:25]2[CH:28]([S:29][CH2:30][C:31]=1[CH:32](Br)[CH:33]=O)[CH:27]([NH:36][C:37]([O:39][C:40]([CH3:43])([CH3:42])[CH3:41])=[O:38])[C:26]2=[O:44])=[O:23])([C:15]1[CH:20]=[CH:19][CH:18]=[CH:17][CH:16]=1)[C:9]1[CH:14]=[CH:13][CH:12]=[CH:11][CH:10]=1>O1CCCC1.C(OCC)(=O)C.C(=O)(O)[O-].[Na+]>[C:1]([NH:4][C:5]1[S:6][C:32]([C:31]2[CH2:30][S:29][CH:28]3[N:25]([C:26](=[O:44])[CH:27]3[NH:36][C:37]([O:39][C:40]([CH3:43])([CH3:42])[CH3:41])=[O:38])[C:24]=2[C:22]([O:21][CH:8]([C:15]2[CH:16]=[CH:17][CH:18]=[CH:19][CH:20]=2)[C:9]2[CH:10]=[CH:11][CH:12]=[CH:13][CH:14]=2)=[O:23])=[CH:33][N:7]=1)(=[O:3])[CH3:2] |f:4.5|. Reported procedure: A solution of acetylthiourea (1.8 g) in dry tetrahydrofuran (20 cc) is added, in 5 minutes, to a solution, cooled to 3° C., of the mixture of the epimers of 2-benzhydryloxycarbonyl-7-t-butoxycarbonylamino-3-(1-bromo-2-oxoethyl)-8-oxo-5-thia-1-azabicyclo[4.2.0]oct-2-ene (5.87 g) in dry tetrahydrofuran (58.7 cc). The reaction mixture is then stirred for 4 hours 30 minutes at 25° C. after which it is diluted with ethyl acetate (150 cc) and saturated sodium bicarbonate solution (150 cc). The organic... As a reaction SMILES: [CH2:1]([CH2:2][CH2:3][CH3:4])[N:5]1[S:6](=[O:18])(=[O:19])[C:7]([c:12]2[cH:13][cH:14][cH:15][cH:16][cH:17]2)=[C:8]([Cl:11])[C:9]1=[O:10].[CH3:31][C:32]#[N:33].[F:20][CH:21]([O:22][c:23]1[cH:24][cH:25][c:26]([NH2:27])[cH:28][cH:29]1)[F:30]>>[CH2:1]([CH2:2][CH2:3][CH3:4])[N:5]1[S:6](=[O:18])(=[O:19])[C:7]([c:12]2[cH:13][cH:14][cH:15][cH:16][cH:17]2)=[C:8]([NH:27][c:26]2[cH:25][cH:24][c:23]([O:22][CH:21]([F:20])[F:30])[cH:29][cH:28]2)[C:9]1=[O:10]. Reactants: CCCCN1C(=O)C(Cl)=C(c2ccccc2)S1(=O)=O, CC#N, Nc1ccc(OC(F)F)cc1. Product: CCCCN1C(=O)C(Nc2ccc(OC(F)F)cc2)=C(c2ccccc2)S1(=O)=O. Starting materials: COc1ncnc2c1CCN(Cc1ccccc1)C2, Clc1ncnc2c1CCN(Cc1ccccc1)C2, CO, N. The product is Nc1ncnc2c1CCN(Cc1ccccc1)C2. As a reaction SMILES: [CH2:19]([N:26]1[CH2:20][CH2:21][c:22]2[c:23]([O:24][CH3:25])[n:27][cH:28][n:29][c:30]2[CH2:31]1)[c:32]1[cH:33][cH:34][cH:35][cH:36][cH:37]1.[CH2:1]([c:2]1[cH:3][cH:4][cH:5][cH:6][cH:7]1)[N:8]1[CH2:9][c:10]2[n:11][cH:12][n:13][c:14]([Cl:18])[c:15]2[CH2:16][CH2:17]1.[CH3:39][OH:40].[NH3:38]>>[CH2:1]([c:2]1[cH:3][cH:4][cH:5][cH:6][cH:7]1)[N:8]1[CH2:9][c:10]2[n:11][cH:12][n:13][c:14]([NH2:26])[c:15]2[CH2:16][CH2:17]1. RXN SMILES: [B:1]([Br:2])([Br:3])[Br:4].[CH2:5]([CH2:6][CH3:7])[O:8][c:9]1[s:10][c:11](-[c:14]2[cH:15][cH:16][c:17](-[c:20]3[cH:21][cH:22][c:23]([CH2:26][CH2:27][CH2:28][CH2:29][CH2:30][CH3:31])[cH:24][cH:25]3)[cH:18][cH:19]2)[cH:12][cH:13]1.[Cl:33][CH2:34][Cl:35].[OH2:32]>>[OH:8][c:9]1[s:10][c:11](-[c:14]2[cH:15][cH:16][c:17](-[c:20]3[cH:21][cH:22][c:23]([CH2:26][CH2:27][CH2:28][CH2:29][CH2:30][CH3:31])[cH:24][cH:25]3)[cH:18][cH:19]2)[cH:12][cH:13]1. Product: CCCCCCc1ccc(-c2ccc(-c3ccc(O)s3)cc2)cc1. Starting materials: BrB(Br)Br, CCCCCCc1ccc(-c2ccc(-c3ccc(OCCC)s3)cc2)cc1, ClCCl, O.